Task: describe an organic reaction: reactants, conditions, products, and yield. Dataset: the Open Reaction Database (ORD), a public repository of structured organic reaction records Starting materials: ClC1=C(C=C(C=C1)Cl)C1=CC=CC=C1 (2,5-dichlorobiphenyl), ClC1=CC=2C3=CC=CC=C3C2C=C1 (2-chlorobiphenylene). Yields the product C1=CC=CC=2C3=CC=CC=C3C12 (biphenylene). RXN SMILES: Cl[C:2]1[CH:7]=[CH:6][C:5](Cl)=[CH:4][C:3]=1[C:9]1[CH:14]=[CH:13][CH:12]=[CH:11][CH:10]=1.ClC1C=CC2C3C(=CC=CC=3)C=2C=1>>[CH:5]1[C:4]2[C:14]3[C:9](=[CH:10][CH:11]=[CH:12][CH:13]=3)[C:3]=2[CH:2]=[CH:7][CH:6]=1. Reported procedure: General Procedure I is followed, where the monomer is 2,5-dichlorobiphenyl (11.5 mmol). 1.15 mmol of the endcapper 2-chlorobiphenylene is employed, yielding a biphenylene-terminated rigid-rod macromonomer. Starting materials: COCCO, CNC(=O)c1ccccc1Nc1nc(Cl)ncc1Cl, Cl, CN1C(=O)CCC(C)(C)c2cc(N)ccc21, C1COCCO1. Product: CNC(=O)c1ccccc1Nc1nc(Nc2ccc3c(c2)C(C)(C)CCC(=O)N3C)ncc1Cl. Reaction SMILES: [CH3:43][O:44][CH2:45][CH2:46][OH:47].[Cl:1][c:2]1[n:3][cH:4][c:5]([Cl:19])[c:6]([NH:8][c:9]2[c:10]([C:11](=[O:12])[NH:13][CH3:14])[cH:15][cH:16][cH:17][cH:18]2)[n:7]1.[ClH:36].[NH2:20][c:21]1[cH:22][c:23]2[c:24]([cH:34][cH:35]1)[N:25]([CH3:33])[C:26](=[O:32])[CH2:27][CH2:28][C:29]2([CH3:30])[CH3:31].[O:37]1[CH2:38][CH2:39][O:40][CH2:41][CH2:42]1>>[c:2]1([NH:20][c:21]2[cH:22][c:23]3[c:24]([cH:34][cH:35]2)[N:25]([CH3:33])[C:26](=[O:32])[CH2:27][CH2:28][C:29]3([CH3:30])[CH3:31])[n:3][cH:4][c:5]([Cl:19])[c:6]([NH:8][c:9]2[c:10]([C:11](=[O:12])[NH:13][CH3:14])[cH:15][cH:16][cH:17][cH:18]2)[n:7]1. Reactants: O=C([O-])[O-], CI, [K+], [K+], CCCCOc1c(N)cc(CN(O)C=O)cc1I, CN(C)C=O. Yields the product CCCCOc1c(I)cc(CN(O)C=O)cc1NC. Reaction SMILES: [C:19](=[O:20])([O-:21])[O-:22].[I:25][CH3:26].[K+:23].[K+:24].[NH2:1][c:2]1[cH:3][c:4]([CH2:5][N:6]([CH:7]=[O:8])[OH:9])[cH:10][c:11]([I:18])[c:12]1[O:13][CH2:14][CH2:15][CH2:16][CH3:17].[O:27]=[CH:28][N:29]([CH3:30])[CH3:31]>>[NH:1]([c:2]1[cH:3][c:4]([CH2:5][N:6]([CH:7]=[O:8])[OH:9])[cH:10][c:11]([I:18])[c:12]1[O:13][CH2:14][CH2:15][CH2:16][CH3:17])[CH3:19].